Dataset: the Open Reaction Database (ORD), a public repository of structured organic reaction records. Task: describe an organic reaction: reactants, conditions, products, and yield Starting materials: [Al+3], CCc1ccc2c(c1)Cc1ccccc1-2, CC(=O)OC(C)=O, [Cl-], [Cl-], [Cl-], CC(Cl)Cl. Product: CCc1ccc2c(c1)Cc1cc(C(C)=O)ccc1-2. Reaction SMILES: [Al+3:9].[CH2:12]([CH3:13])[c:14]1[cH:15][c:16]2[c:24]([cH:25][cH:26]1)-[c:23]1[c:18]([cH:19][cH:20][cH:21][cH:22]1)[CH2:17]2.[CH3:1][C:2](=[O:3])[O:4][C:5](=[O:6])[CH3:7].[Cl-:10].[Cl-:11].[Cl-:8].[Cl:27][CH:28]([Cl:29])[CH3:30]>>[CH3:1][C:2](=[O:3])[c:20]1[cH:19][c:18]2[c:23]([cH:22][cH:21]1)-[c:24]1[c:16]([cH:15][c:14]([CH2:12][CH3:13])[cH:26][cH:25]1)[CH2:17]2. Starting materials: C(\C=C\C=CCCCC)(=O)[O-] (trans-2,4-nonadienoate), [H-].[Al+3].[Li+].[H-].[H-].[H-] (lithium aluminum hydride), resultant mixture, O (water). Run in CCOCC (ether), CCOCC (ether). The product is C(\C=C\C=CCCCC)O (trans-2,4-nonadien-1-ol). Isolated yield 87.4%. As a reaction SMILES: [C:1]([O-])(=[O:10])/[CH:2]=[CH:3]/[CH:4]=[CH:5][CH2:6][CH2:7][CH2:8][CH3:9].[H-].[Al+3].[Li+].[H-].[H-].[H-].O>CCOCC>[CH2:1]([OH:10])/[CH:2]=[CH:3]/[CH:4]=[CH:5][CH2:6][CH2:7][CH2:8][CH3:9] |f:1.2.3.4.5.6|. Procedure details: To a solution of ethyl trans, trans-2,4-nonadienoate (25 g) in dry ether (250 ml) was added dropwise lithium aluminum hydride (5 g) with stirring under ice-cooling in the course of an hour. The reaction mixture was stirred for an hour at ambient temperature. To the resultant mixture was added ether containing water and then insoluble materials were removed by filtration. The organic layer was washed with water, dried over magnesium sulfate and concentrated under reduced pressure to give oily tra... Reactants: FC(C(=O)O)(F)F.FC(C(=O)O)(F)F.FC(C(=O)O)(F)F.ClC=1C=NC=2NC=3C=NC=C(CCC4=C(C=CC(NC1N2)=C4)OCCC4CCNCC4)C3 (6-chloro-12-(2-piperidin-4-ylethoxy)-2,4,8,18,22-pentaazatetracyclo[14.3.1.1(3,7).1(9,13)]docosa-1(20),3(22),4,6,9(21),10,12,16,18-nonaene tris(trifluoroacetate)), N(=C=O)C=1C(=NOC1C)C (4-isocyanato-3,5-dimethylisoxazole). The product is FC(C(=O)O)(F)F.FC(C(=O)O)(F)F.ClC=1C=NC=2NC=3C=NC=C(CCC4=C(C=CC(NC1N2)=C4)OCCC4CCN(CC4)C(=O)NC=4C(=NOC4C)C)C3 (4-(2-{[6-Chloro-2,4,8,18,22-pentaazatetracyclo[14.3.1.1(3,7).1(9,13)]docosa-1(20),3(22),4,6,9(21),10,12,16,18-nonaen-12-yl]oxy}ethyl)-N-(3,5-dimethylisoxazol-4-yl)piperidine-1-carboxamide bis(trifluoroacetate)). Yield: 50.0%. RXN SMILES: [F:1][C:2]([F:7])([F:6])[C:3]([OH:5])=[O:4].[F:8][C:9]([F:14])([F:13])[C:10]([OH:12])=[O:11].FC(F)(F)C(O)=O.[Cl:22][C:23]1[CH:24]=[N:25][C:26]2[NH:27][C:28]3[CH:29]=[N:30][CH:31]=[C:32]([CH:53]=3)[CH2:33][CH2:34][C:35]3[CH:43]=[C:39]([NH:40][C:41]=1[N:42]=2)[CH:38]=[CH:37][C:36]=3[O:44][CH2:45][CH2:46][CH:47]1[CH2:52][CH2:51][NH:50][CH2:49][CH2:48]1.[N:54]([C:57]1[C:58]([CH3:63])=[N:59][O:60][C:61]=1[CH3:62])=[C:55]=[O:56]>>[F:1][C:2]([F:7])([F:6])[C:3]([OH:5])=[O:4].[F:8][C:9]([F:14])([F:13])[C:10]([OH:12])=[O:11].[Cl:22][C:23]1[CH:24]=[N:25][C:26]2[NH:27][C:28]3[CH:29]=[N:30][CH:31]=[C:32]([CH:53]=3)[CH2:33][CH2:34][C:35]3[CH:43]=[C:39]([NH:40][C:41]=1[N:42]=2)[CH:38]=[CH:37][C:36]=3[O:44][CH2:45][CH2:46][CH:47]1[CH2:48][CH2:49][N:50]([C:55]([NH:54][C:57]2[C:58]([CH3:63])=[N:59][O:60][C:61]=2[CH3:62])=[O:56])[CH2:51][CH2:52]1 |f:0.1.2.3,5.6.7|. Procedure: The desired compound was prepared according to the procedure of Example D41 using 6-chloro-12-(2-piperidin-4-ylethoxy)-2,4,8,18,22-pentaazatetracyclo[14.3.1.1(3,7).1(9,13)]docosa-1(20),3(22),4,6,9(21),10,12,16,18-nonaene tris(trifluoroacetate) and 4-isocyanato-3,5-dimethylisoxazole as the starting materials in 50% yield. LCMS for C30H34ClN8O3 (M+H)+: m/z=589.1. The reactants are COC(=O)c1coc(C(C)NC(=O)OC(C)(C)C)n1, C1CCOC1, CCOC(C)=O, Cl, O. The product is CC(NC(=O)OC(C)(C)C)c1nc(CO)co1. Reaction SMILES: [C:1]([CH3:2])([CH3:3])([CH3:4])[O:5][C:6](=[O:7])[NH:8][CH:9]([CH3:10])[c:11]1[o:12][cH:13][c:14]([C:16](=[O:17])[O:18][CH3:19])[n:15]1.[CH2:27]1[O:28][CH2:29][CH2:30][CH2:31]1.[CH3:20][CH2:21][O:22][C:23](=[O:24])[CH3:25].[ClH:26].[OH2:32]>>[C:1]([CH3:2])([CH3:3])([CH3:4])[O:5][C:6](=[O:7])[NH:8][CH:9]([CH3:10])[c:11]1[o:12][cH:13][c:14]([CH2:16][OH:17])[n:15]1. The reactants are CC(=O)[O-], CC(=O)OC(C)=O, Cc1nn(C)c(C)c1N, CCOC(C)=O, [K+]. As a reaction SMILES: [CH3:11][C:12]([O-:13])=[O:14].[CH3:15][C:16]([O:17][C:18](=[O:19])[CH3:20])=[O:21].[CH3:1][n:2]1[n:3][c:4]([CH3:9])[c:5]([NH2:8])[c:6]1[CH3:7].[CH3:22][CH2:23][O:24][C:25]([CH3:26])=[O:27].[K+:10]>>[CH3:1][n:2]1[n:3][c:4]([CH3:9])[c:5]([NH:8][C:12]([CH3:11])=[O:13])[c:6]1[CH3:7]. Yields the product CC(=O)Nc1c(C)nn(C)c1C. Reactants: C(C)(C)(C)[S@@](=O)N[C@](C(C=CC(=O)OCC)(F)F)(C(F)F)C1=C(C=CC=C1)F (ethyl (S)-5-(((R)-tert-butylsulfinyl)amino)-4,4,6,6-tetrafluoro-5-(2-fluorophenyl)hex-2-enoate). The reagents and catalysts are [Pd] (Pd/C). The solvent is C(C)(=O)OCC (ethyl acetate). Conditions: temperature 25 celsius, time 18 hour. Yields the product C(C)(C)(C)[S@@](=O)N[C@](C(CCC(=O)OCC)(F)F)(C(F)F)C1=C(C=CC=C1)F (ethyl (S)-5-(((R)-tert-butylsulfinyl)amino)-4,4,6,6-tetrafluoro-5-(2-fluorophenyl)hexanoate). The yield is 92.5%. Reaction SMILES: [C:1]([S@:5]([NH:7][C@@:8]([C:22]1[CH:27]=[CH:26][CH:25]=[CH:24][C:23]=1[F:28])([CH:19]([F:21])[F:20])[C:9]([F:18])([F:17])[CH:10]=[CH:11][C:12]([O:14][CH2:15][CH3:16])=[O:13])=[O:6])([CH3:4])([CH3:3])[CH3:2]>C(OCC)(=O)C.[Pd]>[C:1]([S@:5]([NH:7][C@@:8]([C:22]1[CH:27]=[CH:26][CH:25]=[CH:24][C:23]=1[F:28])([CH:19]([F:21])[F:20])[C:9]([F:17])([F:18])[CH2:10][CH2:11][C:12]([O:14][CH2:15][CH3:16])=[O:13])=[O:6])([CH3:2])([CH3:3])[CH3:4]. Reported procedure: To a solution of ethyl (S)-5-(((R)-tert-butylsulfinyl)amino)-4,4,6,6-tetrafluoro-5-(2-fluorophenyl)hex-2-enoate (1.77 g, 4.28 mmol) in ethyl acetate (100 mL) was added Pd/C (400 mg, 10%). The black suspension was stirred at 25° C. for 18 hours under 45-50 psi H2. It was filtrated and concentrated to give ethyl (S)-5-(((R)-tert-butylsulfinyl)amino)-4,4,6,6-tetrafluoro-5-(2-fluorophenyl)hexanoate (1.70 g, 95.5% yield) which was used in the next step immediately without further purification.